Dataset: the Open Reaction Database (ORD), a public repository of structured organic reaction records. Task: describe an organic reaction: reactants, conditions, products, and yield The reactants are CCOC(C)=O, CC#N, Cc1ccccc1, N#Cc1cncc(Cl)n1, [F-], [K+], O. Product: N#Cc1cncc(F)n1. As a reaction SMILES: [CH3:12][CH2:13][O:14][C:15](=[O:16])[CH3:17].[CH3:19][C:20]#[N:21].[CH3:22][c:23]1[cH:24][cH:25][cH:26][cH:27][cH:28]1.[Cl:3][c:4]1[cH:5][n:6][cH:7][c:8]([C:10]#[N:11])[n:9]1.[F-:1].[K+:2].[OH2:18]>>[F:1][c:4]1[cH:5][n:6][cH:7][c:8]([C:10]#[N:11])[n:9]1. Starting materials: C(C)(C)(C)OC(=O)C1NC(C(C1C1=C(C(=CC=C1)Cl)F)(C#N)C1=C(C=C(C=C1)Cl)F)CC(C)(C)C (rac-(2R,3S,4R,5S)-3-(3-Chloro-2-fluoro-phenyl)-4-(4-chloro-2-fluoro-phenyl)-4-cyano-5-(2,2-dimethyl-propyl)-pyrrolidine-2-carboxylic acid tert-butyl ester), FC(C(=O)O)(F)F (trifluoroacetic acid). Reaction SMILES: C([O:5][C:6]([CH:8]1[CH:12]([C:13]2[CH:18]=[CH:17][CH:16]=[C:15]([Cl:19])[C:14]=2[F:20])[C:11]([C:23]2[CH:28]=[CH:27][C:26]([Cl:29])=[CH:25][C:24]=2[F:30])([C:21]#[N:22])[CH:10]([CH2:31][C:32]([CH3:35])([CH3:34])[CH3:33])[NH:9]1)=[O:7])(C)(C)C.[F:36][C:37]([F:42])([F:41])[C:38]([OH:40])=[O:39]>ClCCl>[F:36][C:37]([F:42])([F:41])[C:38]([OH:40])=[O:39].[Cl:19][C:15]1[C:14]([F:20])=[C:13]([CH:12]2[C:11]([C:23]3[CH:28]=[CH:27][C:26]([Cl:29])=[CH:25][C:24]=3[F:30])([C:21]#[N:22])[CH:10]([CH2:31][C:32]([CH3:34])([CH3:35])[CH3:33])[NH:9][CH:8]2[C:6]([OH:7])=[O:5])[CH:18]=[CH:17][CH:16]=1 |f:3.4|. The solvent is ClCCl (dichloromethane). Procedure details: In a manner similar to the method described in Example 25a, rac-(2R,3S,4R,5S)-3-(3-chloro-2-fluoro-phenyl)-4-(4-chloro-2-fluoro-phenyl)-4-cyano-5-(2,2-dimethyl-propyl)-pyrrolidine-2-carboxylic acid tert-butyl ester prepared in Example 52b (0.4 g, 0.8 mmol) was reacted with trifluoroacetic acid in dichloromethane at room temperature to give rac-(2R,3S,4R,5S)-3-(3-chloro-2-fluoro-phenyl)-4-(4-chloro-2-fluoro-phenyl)-4-cyano-5-(2,2-dimethyl-propyl)-pyrrolidine-2-carboxylic acid trifluoroacetic acid... The yield is 100.0%. The product is FC(C(=O)O)(F)F.ClC=1C(=C(C=CC1)C1C(NC(C1(C#N)C1=C(C=C(C=C1)Cl)F)CC(C)(C)C)C(=O)O)F (rac-(2R,3S,4R,5S)-3-(3-chloro-2-fluoro-phenyl)-4-(4-chloro-2-fluoro-phenyl)-4-cyano-5-(2,2-dimethyl-propyl)-pyrrolidine-2-carboxylic acid trifluoroacetic acid). Starting materials: CO, Cl, [H][H], O=C(c1ccccc1)C(CC(F)N1CCC(O)(c2cccc(C(F)(F)F)c2)CC1)[N+](=O)[O-]. Product: Cl, NC(CC(F)N1CCC(O)(c2cccc(C(F)(F)F)c2)CC1)C(=O)c1ccccc1. As a reaction SMILES: [CH3:34][OH:35].[ClH:1].[H:36][H:37].[OH:2][C:3]1([c:24]2[cH:25][c:26]([C:30]([F:31])([F:32])[F:33])[cH:27][cH:28][cH:29]2)[CH2:4][CH2:5][N:6]([CH:9]([CH2:10][CH:11]([C:12](=[O:13])[c:14]2[cH:15][cH:16][cH:17][cH:18][cH:19]2)[N+:20]([O-:21])=[O:22])[F:23])[CH2:7][CH2:8]1>>[ClH:1].[OH:2][C:3]1([c:24]2[cH:25][c:26]([C:30]([F:31])([F:32])[F:33])[cH:27][cH:28][cH:29]2)[CH2:4][CH2:5][N:6]([CH:9]([CH2:10][CH:11]([C:12](=[O:13])[c:14]2[cH:15][cH:16][cH:17][cH:18][cH:19]2)[NH2:20])[F:23])[CH2:7][CH2:8]1. The reactants are ClC1=NC(=NC=C1C#N)SC (4-chloro-2-(methylthio)pyrimidine-5-carbonitrile), C(C)(=O)O (acetic acid). Reagents/catalysts: [Zn] (zinc). The solvent is C(C)O (ethanol), O (water). Conditions: time 3 hour. Yields the product CSC1=NC=C(C=N1)C#N (2-(Methylthio)pyrimidine-5-carbonitrile). RXN SMILES: Cl[C:2]1[C:7]([C:8]#[N:9])=[CH:6][N:5]=[C:4]([S:10][CH3:11])[N:3]=1.C(O)(=O)C>C(O)C.O.[Zn]>[CH3:11][S:10][C:4]1[N:5]=[CH:6][C:7]([C:8]#[N:9])=[CH:2][N:3]=1. Procedure: To a stirred mixture of 4-chloro-2-(methylthio)pyrimidine-5-carbonitrile (0.843 g, 4.54 mmol) and zinc dust (1.48 g, 22.71 mmol) in ethanol (7.5 mL) and water (1.4 mL) was slowly added acetic acid (0.29 mL, 5.13 mmol). The resulting reaction mixture was vigorously stirred for 3 h. The solids were removed by filtration and the filtrate concentrated in vacuo. The residue was chromatographed on silica gel 60 (35 g), eluting with 10:1-20:89-70 CH2Cl2:2-propanol:hexane to give the title compound. M.S...